From a dataset of the Open Reaction Database (ORD), a public repository of structured organic reaction records. describe an organic reaction: reactants, conditions, products, and yield Reactants: O=C(O)C1CCCCN1, C=CCOC(=O)Cl, [Na+], C1CCOC1, [OH-], O. Yields the product C=CCOC(=O)N1CCCCC1C(=O)O. As a reaction SMILES: [C:1](=[O:2])([OH:3])[CH:4]1[NH:5][CH2:6][CH2:7][CH2:8][CH2:9]1.[Cl:12][C:13](=[O:14])[O:15][CH2:16][CH:17]=[CH2:18].[Na+:11].[O:19]1[CH2:20][CH2:21][CH2:22][CH2:23]1.[OH-:10].[OH2:24]>>[C:1](=[O:2])([OH:3])[CH:4]1[N:5]([C:13](=[O:14])[O:15][CH2:16][CH:17]=[CH2:18])[CH2:6][CH2:7][CH2:8][CH2:9]1. Starting materials: C(C)(C)N(CC)C(C)C (Diisopropylethylamine), C(=O)(OCC1=CC=CC=C1)NCCCCCC(CCO)O (8-(N-Cbz-amino)-1,3-octanediol), COC1(CC=C(C(C2=CC=CC=C2)(C2=CC=CC=C2)Cl)C=C1)OC (4,4-dimethoxytrityl chloride), O1CCCC1 (tetrahydrofuran). Reagents/catalysts: CN(C1=CC=NC=C1)C (4-dimethylaminopyridine). Solvent: N1=CC=CC=C1 (pyridine), N1=CC=CC=C1 (pyridine). Conditions: time 15 minute. Product: C(=O)(OCC1=CC=CC=C1)NCCCCCC(CCOC(C1=CC=C(C=C1)OC)(C1=CC=C(C=C1)OC)C1=CC=CC=C1)O (8-(N-Cbz-amino)-3-hydroxy-1-(4,4'-dimethoxytrityloxy)octane). As a reaction SMILES: [C:1]([NH:11][CH2:12][CH2:13][CH2:14][CH2:15][CH2:16][CH:17]([OH:21])[CH2:18][CH2:19][OH:20])([O:3][CH2:4][C:5]1[CH:10]=[CH:9][CH:8]=[CH:7][CH:6]=1)=[O:2].C(N(C(C)C)CC)(C)C.[CH3:31][O:32][C:33]1(OC)[CH:52]=[CH:51][C:36]([C:37](Cl)([C:44]2[CH:49]=[CH:48][CH:47]=[CH:46][CH:45]=2)[C:38]2[CH:43]=[CH:42][CH:41]=[CH:40][CH:39]=2)=[CH:35][CH2:34]1.[O:55]1CCC[CH2:56]1>N1C=CC=CC=1.CN(C)C1C=CN=CC=1>[C:1]([NH:11][CH2:12][CH2:13][CH2:14][CH2:15][CH2:16][CH:17]([OH:21])[CH2:18][CH2:19][O:20][C:37]([C:44]1[CH:49]=[CH:48][CH:47]=[CH:46][CH:45]=1)([C:38]1[CH:39]=[CH:40][C:41]([O:55][CH3:56])=[CH:42][CH:43]=1)[C:36]1[CH:51]=[CH:52][C:33]([O:32][CH3:31])=[CH:34][CH:35]=1)([O:3][CH2:4][C:5]1[CH:10]=[CH:9][CH:8]=[CH:7][CH:6]=1)=[O:2]. Procedure details: 8-(N-Cbz-amino)-1,3-octanediol (4,25 g, 85 mmoles ) was dissolved in anhydrous pyridine (200 mL),evaporated in vacuo and redissolved in anhydrous pyridine (200 mL). Diisopropylethylamine (38.1 mL, 88 mmoles) and 4-dimethylaminopyridine (170 mg) were added. The mixture was stirred under nitrogen and cooled in an ice bath while adding 4,4-dimethoxytrityl chloride (30 g, 88 mmoles) in tetrahydrofuran (200 mL) dropwise over 1.5 hours. Stirring was continued for 15 minutes after the addition was comp... The reactants are [N+](=O)([O-])C1=CC=C(C=C1)C(C)(C)C1=CC=C(C=C1)[N+](=O)[O-] (2,2-bis(4-nitrophenyl)propane). The reagents and catalysts are [Pd] (palladium on carbon). Solvent: O1CCOCC1 (1,4-dioxane). Reaction conditions: temperature 60 celsius. Product: C(C)(C)(C1=CC=C(N)C=C1)C1=CC=C(N)C=C1 (4,4'-isopropylidenedianiline). The yield is 96.1%. As a reaction SMILES: [N+:1]([C:4]1[CH:9]=[CH:8][C:7]([C:10]([C:13]2[CH:18]=[CH:17][C:16]([N+:19]([O-])=O)=[CH:15][CH:14]=2)([CH3:12])[CH3:11])=[CH:6][CH:5]=1)([O-])=O>[Pd].O1CCOCC1>[C:10]([C:13]1[CH:18]=[CH:17][C:16]([NH2:19])=[CH:15][CH:14]=1)([C:7]1[CH:8]=[CH:9][C:4]([NH2:1])=[CH:5][CH:6]=1)([CH3:12])[CH3:11]. Reported procedure: A mixture of 294 g of 2,2-bis(4-nitrophenyl)propane (1.03 mol; prepared as in step c) was charged in an autoclave along with 2 liters of 1,4-dioxane and 25 g of 5% palladium on carbon. The autoclave was purged with nitrogen, then heated at 60° C. for six hours under 500 psi hydrogen pressure. The product mixture was filtered to remove the catalyst, then stripped of solvent by rotary evaporation at reduced pressure. The solid residue was triturated with a small amount of hexane, then collected an... Reactants: C1CCOC1, COC(=O)C(CC=CCP(=O)(OC)OC)CC(C)=CCc1c(O)c2c(c(C)c1OC)COC2=O, CO, [Li+], [OH-], O, O. Product: COc1c(C)c2c(c(O)c1CC=C(C)CC(CC=CCP(=O)(OC)OC)C(=O)O)C(=O)OC2. RXN SMILES: [CH2:41]1[O:42][CH2:43][CH2:44][CH2:45]1.[CH3:1][O:2][C:3]([CH:4]([CH2:5][C:6](=[CH:7][CH2:8][c:9]1[c:10]([OH:22])[c:11]2[c:15]([c:16]([CH3:20])[c:17]1[O:18][CH3:19])[CH2:14][O:13][C:12]2=[O:21])[CH3:23])[CH2:24][CH:25]=[CH:26][CH2:27][P:28](=[O:29])([O:30][CH3:31])[O:32][CH3:33])=[O:34].[CH3:36][OH:37].[Li+:39].[OH-:38].[OH2:35].[OH2:40]>>[O:2]=[C:3]([CH:4]([CH2:5][C:6](=[CH:7][CH2:8][c:9]1[c:10]([OH:22])[c:11]2[c:15]([c:16]([CH3:20])[c:17]1[O:18][CH3:19])[CH2:14][O:13][C:12]2=[O:21])[CH3:23])[CH2:24][CH:25]=[CH:26][CH2:27][P:28](=[O:29])([O:30][CH3:31])[O:32][CH3:33])[OH:34]. Reactants: SC1=NC=C2NC=NC2=N1 (2-mercaptopurine), COC1=CC=C(C=C1)C1=CC=C(C=C1)S(=O)(=O)NC(C(=O)OC)CC1CO1 (methyl 2-[(4′-methoxy[1,1′-biphenyl]-4-yl)sulfonyl]amino-4,5-epoxypentanoate), compound 20. Product: COC1=CC=C(C=C1)C1=CC=C(C=C1)S(=O)(=O)NC(C(=O)O)CC(CSC1=NC=C2NC=NC2=N1)O (2-[(4′-Methoxy[1,1′-biphenyl]-4-yl)sulfonyl]amino-4-hydroxy-5-[purin-2-ylthio]-pentanoic acid). As a reaction SMILES: [SH:1][C:2]1[N:10]=[C:9]2[C:5]([NH:6][CH:7]=[N:8]2)=[CH:4][N:3]=1.[CH3:11][O:12][C:13]1[CH:18]=[CH:17][C:16]([C:19]2[CH:24]=[CH:23][C:22]([S:25]([NH:28][CH:29]([CH2:34][CH:35]3[O:37][CH2:36]3)[C:30]([O:32]C)=[O:31])(=[O:27])=[O:26])=[CH:21][CH:20]=2)=[CH:15][CH:14]=1>>[CH3:11][O:12][C:13]1[CH:14]=[CH:15][C:16]([C:19]2[CH:20]=[CH:21][C:22]([S:25]([NH:28][CH:29]([CH2:34][CH:35]([OH:37])[CH2:36][S:1][C:2]3[N:10]=[C:9]4[C:5]([NH:6][CH:7]=[N:8]4)=[CH:4][N:3]=3)[C:30]([OH:32])=[O:31])(=[O:26])=[O:27])=[CH:23][CH:24]=2)=[CH:17][CH:18]=1. Procedure: Example 48 is prepared from 2-mercaptopurine and 1d using the procedure described for compound 20. Reactants: ClCCCN1C(NC2=C1C=CC=C2)=O (1-(3-chloropropyl)-1,3-dihydro-2H-benzimidazol-2-one), Cl.C1(=CC=CC=C1)C(OC1CCNCC1)C1=CC=CC=C1 (4-(diphenylmethoxy)piperidine hydrochloride), C([O-])([O-])=O.[Na+].[Na+] (sodium carbonate), CC(CC(C)=O)C (4-methyl-2-pentanone). Run in O (water), O (water). Product: C1(=CC=CC=C1)C(OC1CCN(CC1)CCCN1C(NC2=C1C=CC=C2)=O)C2=CC=CC=C2 (1-{3-[4-(diphenylmethoxy)-1-piperidinyl]propyl}-1,3-dihydro-2H-benzimidazol-2-one). RXN SMILES: Cl[CH2:2][CH2:3][CH2:4][N:5]1[C:9]2[CH:10]=[CH:11][CH:12]=[CH:13][C:8]=2[NH:7][C:6]1=[O:14].Cl.[C:16]1([CH:22]([C:30]2[CH:35]=[CH:34][CH:33]=[CH:32][CH:31]=2)[O:23][CH:24]2[CH2:29][CH2:28][NH:27][CH2:26][CH2:25]2)[CH:21]=[CH:20][CH:19]=[CH:18][CH:17]=1.C(=O)([O-])[O-].[Na+].[Na+].CC(C)CC(=O)C>O>[C:30]1([CH:22]([C:16]2[CH:17]=[CH:18][CH:19]=[CH:20][CH:21]=2)[O:23][CH:24]2[CH2:29][CH2:28][N:27]([CH2:2][CH2:3][CH2:4][N:5]3[C:9]4[CH:10]=[CH:11][CH:12]=[CH:13][C:8]=4[NH:7][C:6]3=[O:14])[CH2:26][CH2:25]2)[CH:31]=[CH:32][CH:33]=[CH:34][CH:35]=1 |f:1.2,3.4.5|. Reported procedure: A mixture of 4.8 parts of 1-(3-chloropropyl)-1,3-dihydro-2H-benzimidazol-2-one, 6.1 parts of 4-(diphenylmethoxy)piperidine hydrochloride, 7.5 parts of sodium carbonate and 200 parts of 4-methyl-2-pentanone is stirred and refluxed overnight with water-separator. The reaction mixture is cooled and water is added. The layers are separated and the 4-methyl-2-pentanone-phase is dried, filtered and evaporated. The oily residue is purified by column-chromatography over silica gel using a mixture of tri... Starting materials: COC(=O)C(C)(C)C(Cc1ccc(OC)cc1)N(C)S(=O)(=O)c1ccc(C)cc1, CCO, Cl, [K+], [OH-], O. The product is COc1ccc(CC(N(C)S(=O)(=O)c2ccc(C)cc2)C(C)(C)C(=O)O)cc1. RXN SMILES: [CH3:1][C:2]([C:3](=[O:4])[O:5][CH3:6])([CH:7]([CH2:8][c:9]1[cH:10][cH:11][c:12]([O:15][CH3:16])[cH:13][cH:14]1)[N:17]([S:18](=[O:19])(=[O:20])[c:21]1[cH:22][cH:23][c:24]([CH3:27])[cH:25][cH:26]1)[CH3:28])[CH3:29].[CH3:33][CH2:34][OH:35].[ClH:32].[K+:31].[OH-:30].[OH2:36]>>[CH3:1][C:2]([C:3](=[O:4])[OH:5])([CH:7]([CH2:8][c:9]1[cH:10][cH:11][c:12]([O:15][CH3:16])[cH:13][cH:14]1)[N:17]([S:18](=[O:19])(=[O:20])[c:21]1[cH:22][cH:23][c:24]([CH3:27])[cH:25][cH:26]1)[CH3:28])[CH3:29]. The reactants are IC1=C(C=C(C=C1)C(C)(C)C)O (2-iodo-5-(1,1-dimethylethyl)phenol), S(=O)(=O)(Cl)Cl (sulfuryl chloride), O (water). Run in P(=O)(OC)(OC)OC (trimethyl phosphate), P(=O)(OC)(OC)OC (TMP). Conditions: temperature 5 celsius, time 30 minute. The product is ClC1=CC(=C(C=C1C(C)(C)C)O)I (4-chloro-2-iodo-5-(1,1-dimethylethyl)phenol). Isolated yield 51.0%. Reaction SMILES: [I:1][C:2]1[CH:7]=[CH:6][C:5]([C:8]([CH3:11])([CH3:10])[CH3:9])=[CH:4][C:3]=1[OH:12].S(Cl)([Cl:16])(=O)=O.O>P(OC)(OC)(OC)=O>[Cl:16][C:6]1[C:5]([C:8]([CH3:9])([CH3:11])[CH3:10])=[CH:4][C:3]([OH:12])=[C:2]([I:1])[CH:7]=1. Procedure details: To 35 mL of trimethyl phosphate (TMP) at 0° C. to 10° C. add 2-iodo-5-(1,1-dimethylethyl)phenol (6.61 g, 23.95 mmol, Preparation 42). To this solution add dropwise over the period of one minute sulfuryl chloride (2.0 mL, 24.67 mmol) in 35 mL of TMP, and then stir the resulting mixture for 30 minutes still at 0-10° C. To the reaction mixture add 130 mL of water, and then extract the resulting quenchate into CH2Cl2. Dry combined organic phases over anhydrous MgSO4, filter through silica gel, and c... Reactants: N (ammonia), ClC=1C2=C(N=CN1)N(C=C2)[C@H]2[C@](O)([C@H](OCC1=C(C=C(C=C1)Cl)Cl)[C@H](O2)COCC2=C(C=C(C=C2)Cl)Cl)CF (4-Chloro-7-[3,5-bis-O-(2,4-dichlorophenylmethyl)-2-C-fluoromethyl-β-D-ribofuranosyl]-7H-pyrrolo[2,3-d]pyrimidine), N (ammonia), stainless steel. Run in O1CCOCC1 (1,4-dioxane). Reaction conditions: temperature -78 celsius. Yields the product NC=1C2=C(N=CN1)N(C=C2)[C@H]2[C@](O)([C@H](OCC1=C(C=C(C=C1)Cl)Cl)[C@H](O2)COCC2=C(C=C(C=C2)Cl)Cl)CF (4-Amino-7-[3,5-bis-O-(2,4-dichlorophenylmethyl)-2-C-fluoromethyl-β-D-ribofuranosyl]-7H-pyrrolo[2,3-d]pyrimidine). As a reaction SMILES: Cl[C:2]1[C:3]2[CH:10]=[CH:9][N:8]([C@@H:11]3[O:26][C@H:25]([CH2:27][O:28][CH2:29][C:30]4[CH:35]=[CH:34][C:33]([Cl:36])=[CH:32][C:31]=4[Cl:37])[C@@H:14]([O:15][CH2:16][C:17]4[CH:22]=[CH:21][C:20]([Cl:23])=[CH:19][C:18]=4[Cl:24])[C@@:12]3([CH2:38][F:39])[OH:13])[C:4]=2[N:5]=[CH:6][N:7]=1.[NH3:40]>O1CCOCC1>[NH2:40][C:2]1[C:3]2[CH:10]=[CH:9][N:8]([C@@H:11]3[O:26][C@H:25]([CH2:27][O:28][CH2:29][C:30]4[CH:35]=[CH:34][C:33]([Cl:36])=[CH:32][C:31]=4[Cl:37])[C@@H:14]([O:15][CH2:16][C:17]4[CH:22]=[CH:21][C:20]([Cl:23])=[CH:19][C:18]=4[Cl:24])[C@@:12]3([CH2:38][F:39])[OH:13])[C:4]=2[N:5]=[CH:6][N:7]=1. Procedure details: The compound from Step A (18 mg, 0.03 mmol) was dissolved in the minimum amount of 1,4-dioxane and placed in a stainless steel bomb. The bomb was cooled to −78° C. and liquid ammonia was added. The bomb was sealed and heated at 90° C. for 24 h. The ammonia was allowed to evaporate and the residue concentrated to a white solid which was used in the next step without further purification. The reactants are N1=CC=CC=C1 (pyridine), C(Cl)Cl (methylene chloride), chromic anhydride, CNC=1C=C(CO)C=C(C1OC1=CC=CC=C1)S(N)(=O)=O (3-Methylamino-4-phenoxy-5-sulfamylbenzyl alcohol). Run in CC(=O)C (acetone). Reaction conditions: time 15 minute. The product is CNC=1C=C(C=O)C=C(C1OC1=CC=CC=C1)S(N)(=O)=O (3-methylamino-4-phenoxy-5-sulfamylbenzaldehyde). As a reaction SMILES: N1C=CC=CC=1.C(Cl)Cl.[CH3:10][NH:11][C:12]1[CH:13]=[C:14]([CH:17]=[C:18]([S:27](=[O:30])(=[O:29])[NH2:28])[C:19]=1[O:20][C:21]1[CH:26]=[CH:25][CH:24]=[CH:23][CH:22]=1)[CH2:15][OH:16]>CC(C)=O>[CH3:10][NH:11][C:12]1[CH:13]=[C:14]([CH:17]=[C:18]([S:27](=[O:30])(=[O:29])[NH2:28])[C:19]=1[O:20][C:21]1[CH:26]=[CH:25][CH:24]=[CH:23][CH:22]=1)[CH:15]=[O:16]. Procedure details: To a stirred mixture of dry pyridine (15 ml) and dry methylene chloride (225 ml), chromic anhydride (9.0 g) is added in one portion, and the mixture is stirred for 15 minutes. A solution of 3-methylamino-4-phenoxy-5-sulfamylbenzyl alcohol (4.6 g; prepared as described in Example 5) in acetone (25 ml) is then added in one portion and the mixture is stirred for a further 15 minutes. The resulting inorganic precipitate is removed by filtration and the filtrate is evaporated in vacuo. The residue is...